Dataset: the Open Reaction Database (ORD), a public repository of structured organic reaction records. Task: describe an organic reaction: reactants, conditions, products, and yield Starting materials: N#Cc1cccc(C=O)c1, CC(=O)CC(C)=O, CC(=O)[O-], CC(C)O, [NH4+]. Yields the product CC(=O)C(=Cc1cccc(C#N)c1)C(C)=O. RXN SMILES: [C:1](#[N:2])[c:3]1[cH:4][c:5]([CH:6]=[O:7])[cH:8][cH:9][cH:10]1.[CH3:11][C:12]([CH2:13][C:14]([CH3:15])=[O:16])=[O:17].[CH3:19][C:20](=[O:21])[O-:22].[CH3:23][CH:24]([OH:25])[CH3:26].[NH4+:18]>>[C:1](#[N:2])[c:3]1[cH:4][c:5]([CH:6]=[C:13]([C:12]([CH3:11])=[O:17])[C:14]([CH3:15])=[O:16])[cH:8][cH:9][cH:10]1. Starting materials: Brc1cccnc1, [Li]CCCC, COC1CCCCC1=O, CCOCC, CCCCCC. Yields the product COC1CCCCC1(O)c1cccnc1. As a reaction SMILES: [Br:12][c:13]1[cH:14][n:15][cH:16][cH:17][cH:18]1.[CH2:1]([Li:2])[CH2:3][CH2:4][CH3:5].[CH3:19][O:20][CH:21]1[C:22](=[O:27])[CH2:23][CH2:24][CH2:25][CH2:26]1.[CH3:28][CH2:29][O:30][CH2:31][CH3:32].[CH3:6][CH2:7][CH2:8][CH2:9][CH2:10][CH3:11]>>[c:13]1([C:22]2([OH:27])[CH:21]([O:20][CH3:19])[CH2:26][CH2:25][CH2:24][CH2:23]2)[cH:14][n:15][cH:16][cH:17][cH:18]1. The reactants are C1(=CC=CC=C1)[C@@H](N)CO ((R)-2-phenylglycinol), CC(C(C(=O)OCC)=O)C (ethyl 3-methyl-2-oxobutyrate). Run in C(C(F)(F)F)O (trifluoroethanol). The product is C(C)(C)C=1C(OC[C@H](N1)C1=CC=CC=C1)=O ((5R)-3-Isopropyl-5-phenyl-5,6-dihydro-2H-1,4-oxazin-2-one). Yield: 35.6%. Reaction SMILES: [C:1]1([C@H:7]([CH2:9][OH:10])[NH2:8])[CH:6]=[CH:5][CH:4]=[CH:3][CH:2]=1.[CH3:11][CH:12]([CH3:20])[C:13](=O)[C:14](OCC)=[O:15]>C(O)C(F)(F)F>[CH:12]([C:13]1[C:14](=[O:15])[O:10][CH2:9][C@@H:7]([C:1]2[CH:6]=[CH:5][CH:4]=[CH:3][CH:2]=2)[N:8]=1)([CH3:20])[CH3:11]. Procedure: (R)-2-phenylglycinol (4) (2.00 g, 14.6 mmol, 1.0 equiv.) and ethyl 3-methyl-2-oxobutyrate (2.20 mL, 14.6 mmol. 1.0 equiv.) were refluxed in trifluoroethanol (30 mL) over activated 4 molecular sieves (7.0 g) for 24 hours. Filtration through a short pad of CELITE® diatomaceous earth and removal of solvent from the filtrate in vacuo generated the crude product which was purified by flash column chromatography on silica, eluting with petrol and diethyl ether (4:1) to furnish the title compound as a ... The reactants are C(C)OC1=C(C(N(C=C1)C1=CC=C(C=C1)F)=O)C(=O)Cl (4-ethoxy-1-(4-fluorophenyl)-2-oxo-1,2-dihydropyridine-3-carbonyl chloride), C(C)OC1=C(C(N(C=C1)C1=CC=C(C=C1)F)=O)C(=O)Cl (4-ethoxy-1-(4-fluorophenyl)-2-oxo-1,2-dihydropyridine-3-carbonyl chloride), Example B2, C(C)OC1=C(C(N(C=C1)C1=CC=C(C=C1)F)=O)C(=O)Cl (4-ethoxy-1-(4-fluorophenyl)-2-oxo-1,2-dihydropyridine-3-carbonyl chloride), Example B2, BrC=1C=NC=CC1OC1=CC(=C(C=C1F)N)F (4-(3-bromopyridin-4-yloxy)-2,5-difluorobenzenamine), C(C)(C)N(C(C)C)CC (N,N-diisopropylethylamine), Example B2. Run in C1CCOC1 (THF), C1CCOC1 (THF). Conditions: time 8 hour. Yields the product BrC=1C=NC=CC1OC1=CC(=C(C=C1F)NC(=O)C=1C(N(C=CC1OCC)C1=CC=C(C=C1)F)=O)F (N-(4-(3-bromopyridin-4-yloxy)-2,5-difluorophenyl)-4-ethoxy-1-(4-fluorophenyl)-2-oxo-1,2-dihydropyridine-3-carboxamide). Yield: 44.4%. RXN SMILES: [CH2:1]([O:3][C:4]1[CH:9]=[CH:8][N:7]([C:10]2[CH:15]=[CH:14][C:13]([F:16])=[CH:12][CH:11]=2)[C:6](=[O:17])[C:5]=1[C:18](Cl)=[O:19])[CH3:2].[Br:21][C:22]1[CH:23]=[N:24][CH:25]=[CH:26][C:27]=1[O:28][C:29]1[C:34]([F:35])=[CH:33][C:32]([NH2:36])=[C:31]([F:37])[CH:30]=1.C(N(CC)C(C)C)(C)C>C1COCC1>[Br:21][C:22]1[CH:23]=[N:24][CH:25]=[CH:26][C:27]=1[O:28][C:29]1[C:34]([F:35])=[CH:33][C:32]([NH:36][C:18]([C:5]2[C:6](=[O:17])[N:7]([C:10]3[CH:15]=[CH:14][C:13]([F:16])=[CH:12][CH:11]=3)[CH:8]=[CH:9][C:4]=2[O:3][CH2:1][CH3:2])=[O:19])=[C:31]([F:37])[CH:30]=1. Procedure: A suspension of 4-ethoxy-1-(4-fluorophenyl)-2-oxo-1,2-dihydropyridine-3-carbonyl chloride (freshly prepared from Example B2 (0.207 g, 0.747 mmol) using the method of Example 4) in THF (5 ml) was added to a 0° C. solution of Example A2 (0.15 g, 0.498 mmol) and N,N-diisopropylethylamine (0.870 ml, 4.98 mmol) in THF (5 ml). The mixture was allowed to warm to room temperature and stir overnight. Additional 4-ethoxy-1-(4-fluorophenyl)-2-oxo-1,2-dihydropyridine-3-carbonyl chloride [freshly prepared fr... Starting materials: COC(C1=CN=C(C=C1)OCC=1C(=NOC1)CCCC)=O (6-(3-butyl-isoxazol-4-ylmethoxy)-nicotinic acid methyl ester), FC(CN)(F)F (2,2,2,-trifluoroethylamine). Yields the product C(CCC)C1=NOC=C1COC1=NC=C(C(=O)NCC(F)(F)F)C=C1 (6-((3-Butyl-isoxazol-4-yl)methoxy)-N-(2,2,2-trifluoro-ethyl)-nicotinamide). Isolated yield 69.0%. Reaction SMILES: CO[C:3](=[O:21])[C:4]1[CH:9]=[CH:8][C:7]([O:10][CH2:11][C:12]2[C:13]([CH2:17][CH2:18][CH2:19][CH3:20])=[N:14][O:15][CH:16]=2)=[N:6][CH:5]=1.[F:22][C:23]([F:27])([F:26])[CH2:24][NH2:25]>>[CH2:17]([C:13]1[C:12]([CH2:11][O:10][C:7]2[CH:8]=[CH:9][C:4]([C:3]([NH:25][CH2:24][C:23]([F:27])([F:26])[F:22])=[O:21])=[CH:5][N:6]=2)=[CH:16][O:15][N:14]=1)[CH2:18][CH2:19][CH3:20]. Procedure: As described for example 25e, 6-(3-butyl-isoxazol-4-ylmethoxy)-nicotinic acid methyl ester (200 mg, 0.69 mmol) was converted, using 2,2,2,-trifluoroethylamine instead of isopropylamine, to the title compound (170 mg, 69%) which was obtained as a white solid after purification by chromatography (silica, 30 to 50% ethyl acetate in heptane). MS: m/e=358.1 [M+H]+.